Dataset: the Open Reaction Database (ORD), a public repository of structured organic reaction records. Task: describe an organic reaction: reactants, conditions, products, and yield The reactants are [N+](=O)([O-])C=1C=CC2=C(C(=NCC=3N2C(=NN3)CCl)C3=C(C=CC=C3)Cl)C1 (8-nitro-1-(chloromethyl)-6-(o-chlorophenyl)-4H-s-triazolo[4,3-a][1,4]-benzodiazepine), O1CCCC1 (tetrahydrofuran), [I-].[K+] (potassium iodide), CC=CCN (methylallylamine). The product is [N+](=O)([O-])C=1C=CC2=C(C(=NCC=3N2C(=NN3)CN(C)CC=C)C3=C(C=CC=C3)Cl)C1 (8-nitro-1-[(allyl-methylamino)methyl]-6-(o-chlorophenyl)-4H-s-triazolo-[4,3-a][1,4]benzodiazepine). Reaction SMILES: [N+:1]([C:4]1[CH:5]=[CH:6][C:7]2[N:13]3[C:14]([CH2:17]Cl)=[N:15][N:16]=[C:12]3[CH2:11][N:10]=[C:9]([C:19]3[CH:24]=[CH:23][CH:22]=[CH:21][C:20]=3[Cl:25])[C:8]=2[CH:26]=1)([O-:3])=[O:2].[I-].[K+].C[CH:30]=[CH:31][CH2:32][NH2:33].O1CCC[CH2:35]1>>[N+:1]([C:4]1[CH:5]=[CH:6][C:7]2[N:13]3[C:14]([CH2:17][N:33]([CH2:32][CH:31]=[CH2:30])[CH3:35])=[N:15][N:16]=[C:12]3[CH2:11][N:10]=[C:9]([C:19]3[CH:24]=[CH:23][CH:22]=[CH:21][C:20]=3[Cl:25])[C:8]=2[CH:26]=1)([O-:3])=[O:2] |f:1.2|. Procedure details: In the manner given in Example 32, 8-nitro-1-(chloromethyl)-6-(o-chlorophenyl)-4H-s-triazolo[4,3-a][1,4]-benzodiazepine, potassium iodide, and methylallylamine in tetrahydrofuran are reacted to give 8-nitro-1-[(allyl-methylamino)methyl]-6-(o-chlorophenyl)-4H-s-triazolo-[4,3-a][1,4]benzodiazepine. The reactants are Cl (hydrochloric acid), C(C1=CC=CC=C1)N1CCC2(CC1)CCN(CC2)C (3-Benzyl-9-methyl-3,9-diaza-spiro[5.5]undecane), [H][H] (hydrogen). Reagents/catalysts: [Pd] (palladium). Solvent: C(C)O (ethanol). Yields the product Cl.Cl.CN1CCC2(CC1)CCNCC2 (3-Methyl-3,9-diaza-spiro[5.5]undecane dihydrochloride). Reaction SMILES: [CH2:1]([N:8]1[CH2:13][CH2:12][C:11]2([CH2:18][CH2:17][N:16](C)[CH2:15][CH2:14]2)[CH2:10][CH2:9]1)C1C=CC=CC=1.[ClH:20].[H][H]>C(O)C.[Pd]>[ClH:20].[ClH:20].[CH3:1][N:8]1[CH2:13][CH2:12][C:11]2([CH2:18][CH2:17][NH:16][CH2:15][CH2:14]2)[CH2:10][CH2:9]1 |f:5.6.7|. Reported procedure: 3-Benzyl-9-methyl-3,9-diaza-spiro[5.5]undecane (Rice, L. M. et al. J Heterocyclic Chem. 1964, 1, 3, 125.) (1.2 g, 4.65 mmol) was dissolved in ethanol (20 mL). To this solution was added hydrochloric acid (4 N in dioxane, 3 mL) and palladium (10% on charcoal, 500 mg). The reaction was shaken on a Parr shaker overnight under 60 psi of hydrogen. The reaction mixture was filtered through a pad of celite, concentrated, and the residue treated with a mixture of ethyl acetate and hexanes, to yield 670 ... The reactants are ClC=1N=C2C(=C(C=NC2=CC1)[N+](=O)[O-])O (6-chloro-3-nitro-1,5-naphthyridin-4-ol), P(=O)(Cl)(Cl)Cl (phosphorous oxychloride). Solvent: CN(C)C=O (DMF), CN(C)C=O (DMF). Reaction conditions: time 8 hour. Yields the product ClC1=NC2=C(C(=CN=C2C=C1)[N+](=O)[O-])Cl (2,8-dichloro-7-nitro-1,5-naphthyridine). Isolated yield 74.2%. As a reaction SMILES: [Cl:1][C:2]1[N:3]=[C:4]2[C:9](=[CH:10][CH:11]=1)[N:8]=[CH:7][C:6]([N+:12]([O-:14])=[O:13])=[C:5]2O.P(Cl)(Cl)([Cl:18])=O>CN(C=O)C>[Cl:1][C:2]1[CH:11]=[CH:10][C:9]2[C:4](=[C:5]([Cl:18])[C:6]([N+:12]([O-:14])=[O:13])=[CH:7][N:8]=2)[N:3]=1. Procedure details: To a suspension of 6-chloro-3-nitro-1,5-naphthyridin-4-ol (5 g, 22.1 mmol) in 15 mL of DMF, was added a solution of phosphorous oxychloride (2.7 mL, 28.8 mmol) in anhydrous DMF (10 mL) over 3 min. The mixture was stirred at room temperature overnight. The mixture was then poured onto crushed ice. The resulting precipitate was collected by filtration, washed with H2O, and dried in vacuo to afford 2,8-dichloro-7-nitro-1,5-naphthyridine as yellow solid (4 g, yield 74.0%). MS (m/z): 244 (M+H)+. Reactants: O1[C@@H](C1)COC1=C2C=CNC2=CC=C1 ((S)-(+)-4-(oxiranylmethoxy)-1H-indole), OC1(CCNCC1)C1=CC2=CC(=CC=C2C=C1)OC (4-hydroxy-4-(7-methoxynaphth-2-yl)piperidine). Product: N1C=CC2=C(C=CC=C12)OC[C@H](CN1CCC(CC1)(C1=CC2=CC(=CC=C2C=C1)OC)O)O ((2S)-(-)-1-(4-indolyloxy)-3-[4-hydroxy-4-(7-methoxynaphth-2-yl)piperidine-1-yl]-2-propanol). The yield is 72.1%. Reaction SMILES: [O:1]1[CH2:3][C@H:2]1[CH2:4][O:5][C:6]1[CH:14]=[CH:13][CH:12]=[C:11]2[C:7]=1[CH:8]=[CH:9][NH:10]2.[OH:15][C:16]1([C:22]2[CH:31]=[CH:30][C:29]3[C:24](=[CH:25][C:26]([O:32][CH3:33])=[CH:27][CH:28]=3)[CH:23]=2)[CH2:21][CH2:20][NH:19][CH2:18][CH2:17]1>>[NH:10]1[C:11]2[C:7](=[C:6]([O:5][CH2:4][C@@H:2]([OH:1])[CH2:3][N:19]3[CH2:20][CH2:21][C:16]([OH:15])([C:22]4[CH:31]=[CH:30][C:29]5[C:24](=[CH:25][C:26]([O:32][CH3:33])=[CH:27][CH:28]=5)[CH:23]=4)[CH2:17][CH2:18]3)[CH:14]=[CH:13][CH:12]=2)[CH:8]=[CH:9]1. Procedure: Beginning with 0.334 gm (1.77 mMol) (S)-(+)-4-(oxiranylmethoxy)-1H-indole and 0.455 gm (1.77 mMol) of 4-hydroxy-4-(7-methoxynaphth-2-yl)piperidine, 0.570 gm (72%) of the title compound was recovered as a white solid by the procedure described in Example 9.